The task is: describe an organic reaction: reactants, conditions, products, and yield. This data is from the Open Reaction Database (ORD), a public repository of structured organic reaction records. RXN SMILES: [CH3:1][O:2][C:3]1[CH:8]=[CH:7][CH:6]=[CH:5][C:4]=1[C:9](=O)[CH3:10].[NH2:12][C:13]([NH2:15])=[S:14].[I:16]I.CO>O>[IH:16].[NH2:15][C:13]1[S:14][CH:10]=[C:9]([C:4]2[CH:5]=[CH:6][CH:7]=[CH:8][C:3]=2[O:2][CH3:1])[N:12]=1 |f:5.6|. The yield is 83.0%. Procedure: The starting compound was prepared as follows: 15 gm of o-methoxy-acetophenone was intimately admixed with 15.2 gm of thiourea in a resin flask, and 27.7 gm of iodine were added in small portions to the mixture. After all of the iodine had been added, the reaction mixture was heated overnight on an oil bath at 100°0 C. After cooling, first 50 ml of methanol and then 400 to 500 ml of water were added to the reaction mixture. The solidified mass was comminuted in a motar, the suspension was filter... Product: I.NC=1SC=C(N1)C1=C(C=CC=C1)OC (2-amino-4-(2'-methoxy-phenyl)-thiazole hydroiodide). Reactants: CO (methanol), II (iodine), COC1=C(C=CC=C1)C(C)=O (o-methoxy-acetophenone), NC(=S)N (thiourea), II (iodine). Run in O (water). Reactants: O=C1CN(CCN1)S(=O)(=O)N (3-oxopiperazine-1-sulfonamide), product, ClC1=NC(=NC(=C1)OC)SCC1=C(C(=CC=C1)F)F (4-chloro-2-[[(2,3-difluorophenyl)methyl]thio]-6-methoxypyrimidine), ClC1=NC(=NC(=C1)OC)SCC1=C(C(=CC=C1)F)F (4-Chloro-2-[[(2,3-difluorophenyl)methyl]thio]-6-methoxypyrimidine). Run in CCOC(=O)C (EtOAc). Product: FC1=C(C=CC=C1F)CSC1=NC(=CC(=N1)NS(=O)(=O)N1CC(NCC1)=O)OC (N-[2-[[(2,3-Difluorophenyl)methyl]thio]-6-methoxypyrimidin-4-yl]-3-oxopiperazine-1-sulfonamide), product. As a reaction SMILES: [O:1]=[C:2]1[NH:7][CH2:6][CH2:5][N:4]([S:8]([NH2:11])(=[O:10])=[O:9])[CH2:3]1.Cl[C:13]1[CH:18]=[C:17]([O:19][CH3:20])[N:16]=[C:15]([S:21][CH2:22][C:23]2[CH:28]=[CH:27][CH:26]=[C:25]([F:29])[C:24]=2[F:30])[N:14]=1>CCOC(C)=O>[F:30][C:24]1[C:25]([F:29])=[CH:26][CH:27]=[CH:28][C:23]=1[CH2:22][S:21][C:15]1[N:14]=[C:13]([NH:11][S:8]([N:4]2[CH2:5][CH2:6][NH:7][C:2](=[O:1])[CH2:3]2)(=[O:10])=[O:9])[CH:18]=[C:17]([O:19][CH3:20])[N:16]=1. Procedure: The title compound was prepared from 3-oxopiperazine-1-sulfonamide (the product of step i) (0.22 g) and 4-chloro-2-[[(2,3-difluorophenyl)methyl]thio]-6-methoxypyrimidine (the product of Example 35, step i) (0.25 g) according to the procedure outlined in Example 1, step iv). The crude material was purified by column chromatography using EtOAc/isohexane (1:1) as eluent to give a white solid. This solid was dissolved in EtOAc and Et2O and extracted with 1N sodium hydroxide. The basic solution was w... RXN SMILES: [Br:1][C:2]1[CH:3]=[CH:4][C:5]2[CH2:14][CH2:13][C:12]3[N:11]=[C:10]([CH3:15])[NH:9][C:8](=[O:16])[C:7]=3[C:6]=2[CH:17]=1.BrN1C(=O)CCC1=O.N1C=CC=CC=1>C1C=CC=CC=1>[Br:1][C:2]1[CH:3]=[CH:4][C:5]2[CH:14]=[CH:13][C:12]3[N:11]=[C:10]([CH3:15])[NH:9][C:8](=[O:16])[C:7]=3[C:6]=2[CH:17]=1. The solvent is C1=CC=CC=C1 (benzene). Procedure: A mixture of 9-Bromo-5,6-dihydro-3-methylbenzo[f]quinazolin-1(2H)-one (1.0 g, 3.4 mmoles), N-bromosuccinimide (0.63 g, 3.5 mmoles) and pyridine (0.3 ml, 3.7 mmoles) in dry benzene (350 ml) was reacted in the same manner as for the corresponding 3-pivalamide (Example 2). After cooling, benzene and excess pyridine were removed under reduced pressure. The residue was triturated with methanol:water (1:1) and filtered to leave a crude product which was recrystallized from methanol to give 9-bromo-3-m... Starting materials: 3-pivalamide, BrC=1C=CC2=C(C=3C(NC(=NC3CC2)C)=O)C1 (9-Bromo-5,6-dihydro-3-methylbenzo[f]quinazolin-1(2H)-one), BrN1C(CCC1=O)=O (N-bromosuccinimide), N1=CC=CC=C1 (pyridine). The product is BrC=1C=CC2=C(C=3C(NC(=NC3C=C2)C)=O)C1 (9-bromo-3-methylbenzo[f]quinazolin-1(2H)-one). Reactants: C(C)(=O)OC(C)=O (acetic anhydride), N1C=CN2N=CC=C21 (1H-imidazo-[1,2-b]pyrazole). Run in C(=O)O (formic acid). Conditions: time 1 hour. Yields the product C(=O)N1C=CN2N=CC=C21 (1-formyl-1H-imidazo[1,2-b]pyrazole). Reaction SMILES: C(O[C:5](=[O:7])C)(=O)C.[NH:8]1[C:15]2[N:11]([N:12]=[CH:13][CH:14]=2)[CH:10]=[CH:9]1>C(O)=O>[CH:5]([N:8]1[C:15]2[N:11]([N:12]=[CH:13][CH:14]=2)[CH:10]=[CH:9]1)=[O:7]. Reported procedure: A mixture of acetic anhydride (3.68 ml) and formic acid (3 ml) was stirred at room temperature for 1 hour. The solution was cooled in an ice-bath and 1H-imidazo-[1,2-b]pyrazole (2.1 g) was added thereto. The mixture was stirred at room temperature for 1 hour. The reaction mixture was evaporated and the residue was subjected to column chromatography on silica gel using a mixture of n-hexane and ethyl acetate (1:1) as an eluent. Fractions containing the object compound were combined and the solven...